This data is from the Open Reaction Database (ORD), a public repository of structured organic reaction records. The task is: describe an organic reaction: reactants, conditions, products, and yield Reactants: [BH4-], [Br-], N#CC1(c2ccc(F)cc2)CC=CC1, CC[Mg+], Cc1ccccc1, CO, [Na+], [Na+], [OH-]. Yields the product CCC(N)C1(c2ccc(F)cc2)CC=CC1. As a reaction SMILES: [BH4-:19].[Br-:15].[C:1](#[N:2])[C:3]1([c:8]2[cH:9][cH:10][c:11]([F:14])[cH:12][cH:13]2)[CH2:4][CH:5]=[CH:6][CH2:7]1.[CH2:16]([CH3:17])[Mg+:18].[CH3:23][c:24]1[cH:25][cH:26][cH:27][cH:28][cH:29]1.[CH3:30][OH:31].[Na+:20].[Na+:22].[OH-:21]>>[CH:1]([NH2:2])([C:3]1([c:8]2[cH:9][cH:10][c:11]([F:14])[cH:12][cH:13]2)[CH2:4][CH:5]=[CH:6][CH2:7]1)[CH2:16][CH3:17].